This data is from the Open Reaction Database (ORD), a public repository of structured organic reaction records. The task is: describe an organic reaction: reactants, conditions, products, and yield Reactants: BrCC(=O)OCC (ethyl bromoacetate), ClC1=CC=C(NC=2SC3=C(C(N2)=O)C=CC=N3)C=C1 (2-(4-chloroanilino)-4H-pyrido[3,2-e]-1,3-thiazin-4-one), [H-].[Li+] (lithium hydride), ClC1=CC=C(NC=2SC3=C(C(N2)=O)C=CC=N3)C=C1 (2-(4-chloroanilino)-4H-pyrido[3,2-e]-1,3-thiazin-4-one). Solvent: CN(C)C=O (DMF), CN(C)C=O (DMF), CN(C)C=O (DMF). Conditions: time 5 minute. The product is ClC1=CC=C(C=C1)N=C1SC2=C(C(N1CC(=O)OCC)=O)C=CC=N2 (ethyl 2-[2-[(4-chlorophenyl)imino]-2,3-dihydro-4-oxo-4H-pyrido[3,2-e]-1,3-thiazin-3-yl]acetate). The yield is 63.1%. As a reaction SMILES: [H-].[Li+].[Cl:3][C:4]1[CH:21]=[CH:20][C:7]([NH:8][C:9]2[S:10][C:11]3[N:19]=[CH:18][CH:17]=[CH:16][C:12]=3[C:13](=[O:15])[N:14]=2)=[CH:6][CH:5]=1.Br[CH2:23][C:24]([O:26][CH2:27][CH3:28])=[O:25]>CN(C=O)C>[Cl:3][C:4]1[CH:21]=[CH:20][C:7]([N:8]=[C:9]2[N:14]([CH2:23][C:24]([O:26][CH2:27][CH3:28])=[O:25])[C:13](=[O:15])[C:12]3[CH:16]=[CH:17][CH:18]=[N:19][C:11]=3[S:10]2)=[CH:6][CH:5]=1 |f:0.1|. Reported procedure: In an atmosphere of argon, a mixture of 32 mg (4.0 mmol) of lithium hydride and 7 ml of DMF was put in a 100 ml flask. To the flask was then connected a dropping funnel which contained 1.0 g (3.5 mmol) of 2-(4-chloroanilino)-4H-pyrido[3,2-e]-1,3-thiazin-4-one and 12 ml of DMF. The solution of 2-(4-chloroanilino)-4H-pyrido[3,2-e]-1,3-thiazin-4-one was then added dropwise to the aforementioned mixture with stirring in 5 minutes. The mixture was further stirred for 20 minutes. To the mixture was th... The reactants are CCc1nc2c(C)cc(Nc3c(N(C)C)c(=O)c3=O)cc2n1Cc1ccc(-c2ccccc2C(=O)OC)cc1, CCO, [Na+], [OH-]. Product: CCc1nc2c(C)cc(Nc3c(N(C)C)c(=O)c3=O)cc2n1Cc1ccc(-c2ccccc2C(=O)O)cc1. RXN SMILES: [CH2:1]([CH3:2])[c:3]1[n:4][c:5]2[c:6]([n:7]1[CH2:8][c:9]1[cH:10][cH:11][c:12](-[c:15]3[c:16]([C:21](=[O:22])[O:23][CH3:24])[cH:17][cH:18][cH:19][cH:20]3)[cH:13][cH:14]1)[cH:25][c:26]([NH:30][c:31]1[c:32]([N:37]([CH3:38])[CH3:39])[c:33](=[O:36])[c:34]1=[O:35])[cH:27][c:28]2[CH3:29].[CH3:42][CH2:43][OH:44].[Na+:41].[OH-:40]>>[CH2:1]([CH3:2])[c:3]1[n:4][c:5]2[c:6]([n:7]1[CH2:8][c:9]1[cH:10][cH:11][c:12](-[c:15]3[c:16]([C:21](=[O:22])[OH:23])[cH:17][cH:18][cH:19][cH:20]3)[cH:13][cH:14]1)[cH:25][c:26]([NH:30][c:31]1[c:32]([N:37]([CH3:38])[CH3:39])[c:33](=[O:36])[c:34]1=[O:35])[cH:27][c:28]2[CH3:29]. The product is FC(C(=O)O)(F)F.C(C)(C)(C)C1C(C(C(N1)C(=O)O)C1=C(C(=CC=C1)Cl)F)(C#N)C1=CC=C(C=C1)Cl (rac-(2R,3S,4R,5S)-5-tert-Butyl-3-(3-chloro-2-fluoro-phenyl)-4-(4-chloro-phenyl)-4-cyano-pyrrolidine-2-carboxylic acid trifluoroacetic acid), solid. The yield is 100.0%. Run in ClCCl (dichloromethane). Starting materials: C(C)(C)(C)OC(=O)[C@@H]1N[C@H]([C@]([C@H]1C1=C(C(=CC=C1)Cl)F)(C#N)C1=CC=C(C=C1)Cl)C(C)(C)C ((2R,3S,4R,5S)-5-tert-Butyl-3-(3-chloro-2-fluoro-phenyl)-4-(4-chloro-phenyl)-4-cyano-pyrrolidine-2-carboxylic acid tert-butyl ester), FC(C(=O)O)(F)F (trifluoroacetic acid). Reaction SMILES: C([O:5][C:6]([C@H:8]1[C@H:12]([C:13]2[CH:18]=[CH:17][CH:16]=[C:15]([Cl:19])[C:14]=2[F:20])[C@:11]([C:23]2[CH:28]=[CH:27][C:26]([Cl:29])=[CH:25][CH:24]=2)([C:21]#[N:22])[C@H:10]([C:30]([CH3:33])([CH3:32])[CH3:31])[NH:9]1)=[O:7])(C)(C)C.[F:34][C:35]([F:40])([F:39])[C:36]([OH:38])=[O:37]>ClCCl>[F:34][C:35]([F:40])([F:39])[C:36]([OH:38])=[O:37].[C:30]([CH:10]1[NH:9][CH:8]([C:6]([OH:7])=[O:5])[CH:12]([C:13]2[CH:18]=[CH:17][CH:16]=[C:15]([Cl:19])[C:14]=2[F:20])[C:11]1([C:23]1[CH:28]=[CH:27][C:26]([Cl:29])=[CH:25][CH:24]=1)[C:21]#[N:22])([CH3:33])([CH3:31])[CH3:32] |f:3.4|. Reported procedure: In a manner similar to the method described in Example 25a, rac-(2R,3S,4R,5S)-5-tert-Butyl-3-(3-chloro-2-fluoro-phenyl)-4-(4-chloro-phenyl)-4-cyano-pyrrolidine-2-carboxylic acid tert-butyl ester prepared in Example 51b (0.3 g, 0.6 mmol) was reacted with trifluoroacetic acid in dichloromethane at room temperature to give rac-(2R,3S,4R,5S)-5-tert-Butyl-3-(3-chloro-2-fluoro-phenyl)-4-(4-chloro-phenyl)-4-cyano-pyrrolidine-2-carboxylic acid trifluoroacetic acid as a off white solid (0.4 g, 100%).